This data is from the Open Reaction Database (ORD), a public repository of structured organic reaction records. The task is: describe an organic reaction: reactants, conditions, products, and yield The reactants are [Na] (sodium), C(C)(=O)C=1C(=C(C=C(C1C)C)C1C(=C(C(CC1)=O)C(CCC)=NOCC)O)C (3-acetyl-2,4,5-trimethylphenyl-2-[1-(ethoxyimino)butyl]-3-hydroxy-cyclohex-2-en-1-one), CC(=O)C (acetone), [N+](=O)([O-])C1=CC=C(C(=O)Cl)C=C1 (4-nitrobenzoyl chloride). Run at time 15 minute. The product is C(C)(=O)C=1C(=C(C(=CC1C)C)C1CC(=C(C(C1)=O)C(CCC)=NOCC)OC(C1=CC=C(C=C1)[N+](=O)[O-])=O)C (5-(3-acetyl-2,4,6-trimethylphenyl)-2-[1-(ethoxyimino)butyl]-3-(4-nitrobenzoyl)oxy-cyclohex-2-en-1-one). Isolated yield 93.6%. RXN SMILES: [Na].C(C1C(C)=C([CH:13]2[CH2:18][CH2:17][C:16](=[O:19])[C:15]([C:20](=[N:24][O:25][CH2:26][CH3:27])[CH2:21][CH2:22][CH3:23])=[C:14]2[OH:28])C=C(C)C=1C)(=O)C.[N+:30]([C:33]1[CH:41]=[CH:40][C:36]([C:37](Cl)=[O:38])=[CH:35][CH:34]=1)([O-:32])=[O:31].[CH3:42][C:43]([CH3:45])=[O:44]>>[C:43]([C:45]1[C:13]([CH3:18])=[C:14]([CH:18]2[CH2:17][C:16](=[O:19])[C:15]([C:20](=[N:24][O:25][CH2:26][CH3:27])[CH2:21][CH2:22][CH3:23])=[C:14]([O:28][C:37](=[O:38])[C:36]3[CH:40]=[CH:41][C:33]([N+:30]([O-:32])=[O:31])=[CH:34][CH:35]=3)[CH2:13]2)[C:15]([CH3:16])=[CH:20][C:21]=1[CH3:22])(=[O:44])[CH3:42] |^1:0|. Procedure: The sodium salt of 5-(3-acetyl-2,4,5-trimethylphenyl-2-[1-(ethoxyimino)butyl]-3-hydroxy-cyclohex-2-en-1-one (0.13 g; 0.33 mmole) was dissolved in acetone and then 4-nitrobenzoyl chloride (0.06 g; 0.33 mmole) was added. The mixture was stirred for 15 minutes and then the solvent was removed by evaporation under reduced pressure using a rotary evaporator. The product was purified by column chromatography over silica gel (eluant dichloromethane) to give 5-(3-acetyl-2,4,6-trimethylphenyl)-2-[1-(etho... Reactants: C1(=CC=CC=2CCCCC12)O (5,6,7,8-tetrahydro-1-naphthol), C([O-])([O-])=O.[K+].[K+] (potassium carbonate), C(C1=CC=CC=C1)Br (Benzyl bromide). The solvent is CCOCC (ether), CC(=O)C (acetone). Yields the product C(C1=CC=CC=C1)OC1=CC=CC=2CCCCC12 (1-Benzyloxy-5,6,7,8-tetrahydronaphthalene). Yield: 99.1%. RXN SMILES: [C:1]1([OH:11])[C:10]2[CH2:9][CH2:8][CH2:7][CH2:6][C:5]=2[CH:4]=[CH:3][CH:2]=1.C(=O)([O-])[O-].[K+].[K+].[CH2:18](Br)[C:19]1[CH:24]=[CH:23][CH:22]=[CH:21][CH:20]=1>CC(C)=O.CCOCC>[CH2:18]([O:11][C:1]1[C:10]2[CH2:9][CH2:8][CH2:7][CH2:6][C:5]=2[CH:4]=[CH:3][CH:2]=1)[C:19]1[CH:24]=[CH:23][CH:22]=[CH:21][CH:20]=1 |f:1.2.3|. Procedure: 5,6,7,8-tetrahydro-1-naphthol (5.9 g, 39mM) was added to a suspension of potassium carbonate (8.3 g, 60mM) in acetone (100 ml) and heated under reflux for 0.5 hour. Benzyl bromide (7.5 g, 43.8mM) was then added and the mixture was heated under reflux for a further 3 days with stirring. The resulting suspension was filtered and the filtrate was evaporated under reduced pressure to give an oil. This oil was dissolved in ether, washed with water, dried (sodium sulphate) and evaporated to giving an ... Starting materials: CCCCSc1nccnc1C1(O)CN2CCC1CC2, ClCCl, O=S(Cl)Cl. The product is CCCCSc1nccnc1C1(Cl)CN2CCC1CC2. Reaction SMILES: [CH2:1]([CH2:2][CH2:3][CH3:4])[S:5][c:6]1[c:7]([C:12]2([OH:20])[CH2:13][N:14]3[CH2:15][CH2:16][CH:17]2[CH2:18][CH2:19]3)[n:8][cH:9][cH:10][n:11]1.[Cl:25][CH2:26][Cl:27].[S:21]([Cl:22])([Cl:23])=[O:24]>>[CH2:1]([CH2:2][CH2:3][CH3:4])[S:5][c:6]1[c:7]([C:12]2([Cl:23])[CH2:13][N:14]3[CH2:15][CH2:16][CH:17]2[CH2:18][CH2:19]3)[n:8][cH:9][cH:10][n:11]1. Starting materials: OCCCOC1=CC=C(C=C1)C[C@@H](C(=O)O)OC ((2S)-3-[4-(3-Hydroxy-propoxy)-phenyl]-2-methoxy-propionic acid), C(C)(C)(C1=CC=CC=C1)C1=CC=C(C=C1)O (4-cumylphenol). Product: CO[C@H](C(=O)O)CC1=CC=C(C=C1)OCCCOC1=CC=C(C=C1)C(C)(C1=CC=CC=C1)C ((2S)-2-Methoxy-3-(4-{3-[4-(1-methyl-1-phenyl-ethyl)-phenoxy]-propoxy}-phenyl)-propionic acid). Reaction SMILES: [OH:1][CH2:2][CH2:3][CH2:4][O:5][C:6]1[CH:11]=[CH:10][C:9]([CH2:12][C@H:13]([O:17][CH3:18])[C:14]([OH:16])=[O:15])=[CH:8][CH:7]=1.[C:19]([C:28]1[CH:33]=[CH:32][C:31](O)=[CH:30][CH:29]=1)([C:22]1[CH:27]=[CH:26][CH:25]=[CH:24][CH:23]=1)([CH3:21])[CH3:20]>>[CH3:18][O:17][C@@H:13]([CH2:12][C:9]1[CH:10]=[CH:11][C:6]([O:5][CH2:4][CH2:3][CH2:2][O:1][C:31]2[CH:32]=[CH:33][C:28]([C:19]([CH3:21])([C:22]3[CH:27]=[CH:26][CH:25]=[CH:24][CH:23]=3)[CH3:20])=[CH:29][CH:30]=2)=[CH:7][CH:8]=1)[C:14]([OH:16])=[O:15]. Reported procedure: The title compound was prepared from (2S)-3-[4-(3-Hydroxy-propoxy)-phenyl]-2-methoxy-propionic acid linked to Wang's Resin (Example 94, Step D) via Mitsunobu coupling with 4-cumylphenol and cleavage from the resin (Standard Procedure G) gave an oily solid. The reactants are CC1=C(N=C(O1)C1=CC=CC=C1)CCOC1=CC=C(\C=C/2\C(NC(S2)=O)=O)C=C1 ((Z)-5-{4-[2-(5-methyl-2-phenyl-4-oxazolyl)ethoxy]benzylidene}-2,4-thiazolidinedione). Solvent: C(C)#N (acetonitrile). Yields the product CC1=C(N=C(O1)C1=CC=CC=C1)CCOC1=CC=C(\C=C\2/C(NC(S2)=O)=O)C=C1 ((E)-5-{4-[2-(5-methyl-2-phenyl-4-oxazolyl)ethoxy]benzylidene}-2,4-thiazolidinedione). Yield: 20.0%. Reaction SMILES: [CH3:1][C:2]1[O:6][C:5]([C:7]2[CH:12]=[CH:11][CH:10]=[CH:9][CH:8]=2)=[N:4][C:3]=1[CH2:13][CH2:14][O:15][C:16]1[CH:29]=[CH:28][C:19](/[CH:20]=[C:21]2/[C:22](=[O:27])[NH:23][C:24](=[O:26])[S:25]/2)=[CH:18][CH:17]=1>C(#N)C>[CH3:1][C:2]1[O:6][C:5]([C:7]2[CH:12]=[CH:11][CH:10]=[CH:9][CH:8]=2)=[N:4][C:3]=1[CH2:13][CH2:14][O:15][C:16]1[CH:29]=[CH:28][C:19](/[CH:20]=[C:21]2\[C:22](=[O:27])[NH:23][C:24](=[O:26])[S:25]\2)=[CH:18][CH:17]=1. Reported procedure: A solution of (Z)-5-{4-[2-(5-methyl-2-phenyl-4-oxazolyl)ethoxy]benzylidene}-2,4-thiazolidinedione (200 mg) in acetonitrile (750 ml), in a quartz tube under a stream of nitrogen, was irradiated by a 300 W high-pressure mercury lamp for 3 hours. The solvent was distilled off, and the resulting crystals were chromatographed on a column of silica gel (200 g). Elution with hexane-ethyl acetate (1:1, V/V) gave (E)-5-{4-[2-(5-methyl-2-phenyl-4-oxazolyl)ethoxy]benzylidene}-2,4-thiazolidinedione (40 mg, ... Reaction SMILES: Cl.Cl.[CH3:3][C:4]1[C:9]([CH3:10])=[C:8]([NH2:11])[CH:7]=[CH:6][C:5]=1[NH2:12].Br.[CH2:14]([N:16]1[C:21]2[CH:22]=[C:23]([OH:26])[CH:24]=[CH:25][C:20]=2[O:19][CH2:18][CH2:17]1)[CH3:15].[OH:27]O>O.N.CC(C)=O>[NH2:11][C:8]1[CH:7]=[CH:6][C:5]([NH:12][C:24]2[C:23](=[O:26])[CH:22]=[C:21]([N:16]([CH2:17][CH2:18][OH:27])[CH2:14][CH3:15])[C:20](=[O:19])[CH:25]=2)=[C:4]([CH3:3])[C:9]=1[CH3:10] |f:0.1.2,3.4|. Starting materials: Cl.Cl.CC1=C(C=CC(=C1C)N)N (2,3-dimethylbenzene-1,4-diamine dihydrochloride), Br.C(C)N1CCOC2=C1C=C(C=C2)O (4-ethyl-3,4-dihydro-2H-1,4-benzoxazin-6-ol hydrobromide), OO (hydrogen peroxide). The product is NC1=C(C(=C(C=C1)NC=1C(C=C(C(C1)=O)N(CC)CCO)=O)C)C (2-(4-amino-2,3-dimethylphenylamino)-5-[(2-hydroxyethyl)ethylamino][1,4]benzoquinone). Procedure details: To a solution of 1.05 g (0.005 mol) of 2,3-dimethylbenzene-1,4-diamine dihydrochloride in 5 ml of water and 3 ml of 20% aqueous ammonia is added a solution of 1.31 g (0.005 mol) of 4-ethyl-3,4-dihydro-2H-1,4-benzoxazin-6-ol hydrobromide in 3 ml of water, 1 ml of 20% aqueous ammonia and 15 ml of acetone. 17 ml of 6% aqueous hydrogen peroxide solution are added and the mixture is stirred at room temperature for 6 hours 30 minutes. After 12 hours at 6° C., the reaction medium is concentrated and le... Run at time 30 minute. Solvent: O (water), N (ammonia), O (water), N (ammonia), CC(=O)C (acetone).